Dataset: the Open Reaction Database (ORD), a public repository of structured organic reaction records. Task: describe an organic reaction: reactants, conditions, products, and yield As a reaction SMILES: [CH3:1][C:2]1[O:6][C:5]([C:7]2[CH:12]=[CH:11][CH:10]=[CH:9][CH:8]=2)=[N:4][C:3]=1[CH2:13][O:14][C:15]1[CH:20]=[CH:19][C:18]([CH2:21][CH2:22][CH2:23][CH2:24][CH2:25]O)=[CH:17][CH:16]=1.P(Br)(Br)[Br:28]>>[CH3:1][C:2]1[O:6][C:5]([C:7]2[CH:12]=[CH:11][CH:10]=[CH:9][CH:8]=2)=[N:4][C:3]=1[CH2:13][O:14][C:15]1[CH:20]=[CH:19][C:18]([CH2:21][CH2:22][CH2:23][CH2:24][CH2:25][Br:28])=[CH:17][CH:16]=1. Yields the product CC1=C(N=C(O1)C1=CC=CC=C1)COC1=CC=C(C=C1)CCCCCBr (5-[4-(5-methyl-2-phenyl-4-oxazolylmethoxy)phenyl]pentyl bromide). Starting materials: CC1=C(N=C(O1)C1=CC=CC=C1)COC1=CC=C(C=C1)CCCCCO (5-[4-(5-methyl-2-phenyl-4-oxazolylmethoxy)phenyl]-1-pentanol), P(Br)(Br)Br (phosphorus tribromide). Reported procedure: According to the method described for Reference Example 25, 5-[4-(5-methyl-2-phenyl-4-oxazolylmethoxy)phenyl]-1-pentanol was allowed to react with phosphorus tribromide to give 5-[4-(5-methyl-2-phenyl-4-oxazolylmethoxy)phenyl]pentyl bromide. Recrystallization from ether-hexane gave colorless needles, m.p.58°-59° C. The reactants are F[B-](F)(F)F, CC(C)N(CC(C(=O)O)c1ccc(Cl)cc1)C(=O)OC(C)(C)C, CCN(C(C)C)C(C)C, ClCCl, Cl, Cl, FC(F)(F)c1cnc2[nH]ncc2c1N1CCNCC1, CN(C)C(On1nnc2ccccc21)=[N+](C)C. Product: CC(C)N(CC(C(=O)N1CCN(c2c(C(F)(F)F)cnc3[nH]ncc23)CC1)c1ccc(Cl)cc1)C(=O)OC(C)(C)C. RXN SMILES: [B-:31]([F:32])([F:33])([F:34])[F:35].[C:53]([CH3:54])([CH3:55])([CH3:56])[O:57][C:58](=[O:59])[N:60]([CH2:61][CH:62]([C:63](=[O:64])[OH:65])[c:66]1[cH:67][cH:68][c:69]([Cl:72])[cH:70][cH:71]1)[CH:73]([CH3:74])[CH3:75].[CH:1]([N:2]([CH2:3][CH3:4])[CH:5]([CH3:6])[CH3:7])([CH3:8])[CH3:9].[Cl:76][CH2:77][Cl:78].[ClH:10].[ClH:11].[N:12]1([c:18]2[c:19]3[c:20]([n:21][cH:22][c:23]2[C:24]([F:25])([F:26])[F:27])[nH:28][n:29][cH:30]3)[CH2:13][CH2:14][NH:15][CH2:16][CH2:17]1.[n:36]1([O:37][C:38]([N:39]([CH3:40])[CH3:41])=[N+:42]([CH3:43])[CH3:44])[c:45]2[cH:46][cH:47][cH:48][cH:49][c:50]2[n:51][n:52]1>>[N:12]1([c:18]2[c:19]3[c:20]([n:21][cH:22][c:23]2[C:24]([F:25])([F:26])[F:27])[nH:28][n:29][cH:30]3)[CH2:13][CH2:14][N:15]([C:63]([CH:62]([CH2:61][N:60]([C:58]([O:57][C:53]([CH3:54])([CH3:55])[CH3:56])=[O:59])[CH:73]([CH3:74])[CH3:75])[c:66]2[cH:67][cH:68][c:69]([Cl:72])[cH:70][cH:71]2)=[O:64])[CH2:16][CH2:17]1. Starting materials: N=1C(N=C2C1C=CC=C2)=O (benzimidazolone), BrCCCCCC(=O)OC (methyl 6-bromohexanoate), CN(C=O)C (dimethylformamide), C([O-])([O-])=O.[K+].[K+] (potassium carbonate). Solvent: O (water), C1=CC=CC=C1 (benzene). Yields the product COC(=O)CCCCCN1C(N(C2=C1C=CC=C2)CCCCCC(=O)OC)=O (1,3-Di-(5'-methoxycarbonyl-n-pentyl)-benzimidazolone). RXN SMILES: [N:1]1[C:2](=[O:10])[N:3]=[C:4]2[CH:9]=[CH:8][CH:7]=[CH:6][C:5]=12.Br[CH2:12][CH2:13][CH2:14][CH2:15][CH2:16][C:17]([O:19][CH3:20])=[O:18].CN(C)[CH:23]=[O:24].[C:26](=[O:29])([O-])[O-].[K+].[K+]>O.C1C=CC=CC=1>[CH3:20][O:19][C:17]([CH2:16][CH2:15][CH2:14][CH2:13][CH2:12][N:1]1[C:5]2[CH:6]=[CH:7][CH:8]=[CH:9][C:4]=2[N:3]([CH2:6][CH2:5][CH2:4][CH2:9][CH2:8][C:26]([O:24][CH3:23])=[O:29])[C:2]1=[O:10])=[O:18] |f:3.4.5|. Procedure details: 13.4 g (0.1 mol) of benzimidazolone are reacted with 50.2 g (0.24 mol) of methyl 6-bromohexanoate in a solvent mixture of 100 ml of dimethylformamide and 100 ml of benzene, 15.2 g of dry potassium carbonate powder being used as the acid acceptor. The reaction is carried out at 98°-99° C., whilst stirring well, the water formed during the reaction being removed azeotropically. Thereafter, the hot reaction mixture is filtered and the filtrate is concentrated to dryness. A yellowish oil (39.0 g), w... Reactants: CO, O=CO, O=Cc1ccccc1, [Ir], NCc1ccccc1. The product is c1ccc(CNCc2ccccc2)cc1. Reaction SMILES: [CH3:21][OH:22].[CH:17]([OH:18])=[O:19].[CH:1](=[O:2])[c:3]1[cH:4][cH:5][cH:6][cH:7][cH:8]1.[Ir:20].[NH2:9][CH2:10][c:11]1[cH:12][cH:13][cH:14][cH:15][cH:16]1>>[CH2:1]([c:3]1[cH:4][cH:5][cH:6][cH:7][cH:8]1)[NH:9][CH2:10][c:11]1[cH:12][cH:13][cH:14][cH:15][cH:16]1. Starting materials: C1CCOC1, CCOC(=O)C(F)C(=O)OCC, CCOC(=O)C=Cc1ccc(-n2cnc(C)c2)c(OC)c1, CCOC(C)=O, [H-], [Na+], O. Product: CCOC(=O)C(F)=Cc1ccc(-n2cnc(C)c2)c(OC)c1. Reaction SMILES: [CH2:13]1[O:14][CH2:15][CH2:16][CH2:17]1.[CH2:1]([O:2][C:4](=[O:3])[CH:5]([C:6](=[O:7])[O:8][CH2:9][CH3:10])[F:11])[CH3:12].[CH2:20]([O:21][C:22](=[O:23])[CH:24]=[CH:25][c:26]1[cH:27][c:28]([O:38][CH3:39])[c:29](-[n:32]2[cH:33][n:34][c:35]([CH3:37])[cH:36]2)[cH:30][cH:31]1)[CH3:40].[CH3:42][CH2:43][O:44][C:45](=[O:46])[CH3:47].[H-:18].[Na+:19].[OH2:41]>>[CH:4](=[C:5]([C:6](=[O:7])[O:8][CH2:9][CH3:10])[F:11])[c:26]1[cH:27][c:28]([O:38][CH3:39])[c:29](-[n:32]2[cH:33][n:34][c:35]([CH3:37])[cH:36]2)[cH:30][cH:31]1. Reactants: CC(=O)OC(C)=O, CC(=O)O, CCOC(=O)Cc1csc(NC=O)n1, [K+], O=[Mn](=O)(=O)[O-]. The product is CCOC(=O)C(=O)c1csc(NC=O)n1. As a reaction SMILES: [CH3:1][C:2](=[O:3])[O:4][C:5](=[O:6])[CH3:7].[CH3:28][C:29](=[O:30])[OH:31].[CH:14](=[O:15])[NH:16][c:17]1[s:18][cH:19][c:20]([CH2:22][C:23](=[O:24])[O:25][CH2:26][CH3:27])[n:21]1.[K+:13].[Mn:8]([O-:9])(=[O:10])(=[O:11])=[O:12]>>[O:3]=[C:22]([c:20]1[cH:19][s:18][c:17]([NH:16][CH:14]=[O:15])[n:21]1)[C:23](=[O:24])[O:25][CH2:26][CH3:27]. Starting materials: Br.CC1(C=2C=CC(=CC2C(CC1)(C)C)C=1N=C(SC1)N1CCNCC1)C (1-[4-(5,5,8,8-tetramethyl-5,6,7,8-tetrahydronaphthalen-2-yl)thiazol-2-yl]piperazine hydrobromide), C(C)OC(CCCBr)=O (4-bromobutyric acid ethyl ester), C(=O)(C(F)(F)F)O (TFA). Product: CC1(C=2C=CC(=CC2C(CC1)(C)C)C=1N=C(SC1)N1CCN(CC1)CCCC(=O)O)C (4-{4-[4-(5,5,8,8-tetramethyl-5,6,7,8-tetrahydronaphthalen-2-yl)thiazol-2-yl]piperazin-1-yl}butyric acid). Reaction SMILES: Br.[CH3:2][C:3]1([CH3:26])[CH2:12][CH2:11][C:10]([CH3:14])([CH3:13])[C:9]2[CH:8]=[C:7]([C:15]3[N:16]=[C:17]([N:20]4[CH2:25][CH2:24][NH:23][CH2:22][CH2:21]4)[S:18][CH:19]=3)[CH:6]=[CH:5][C:4]1=2.C([O:29][C:30](=[O:35])[CH2:31][CH2:32][CH2:33]Br)C.C(O)(C(F)(F)F)=O>>[CH3:2][C:3]1([CH3:26])[CH2:12][CH2:11][C:10]([CH3:13])([CH3:14])[C:9]2[CH:8]=[C:7]([C:15]3[N:16]=[C:17]([N:20]4[CH2:21][CH2:22][N:23]([CH2:33][CH2:32][CH2:31][C:30]([OH:35])=[O:29])[CH2:24][CH2:25]4)[S:18][CH:19]=3)[CH:6]=[CH:5][C:4]1=2 |f:0.1|. Procedure details: The preparation was carried out analogously starting from 100 mg (0.17 mmol) of 1-[4-(5,5,8,8-tetramethyl-5,6,7,8-tetrahydronaphthalen-2-yl)thiazol-2-yl]piperazine hydrobromide and 63 mg (0.35 mmol) of 4-bromobutyric acid ethyl ester. The product is in the form of the TFA salt.